This data is from the Open Reaction Database (ORD), a public repository of structured organic reaction records. The task is: describe an organic reaction: reactants, conditions, products, and yield Starting materials: BrC(Br)(Br)Br, ClCCl, CC(C)c1c(C=O)c(-c2ccc(F)cc2)nc2ccccc12, c1ccc(P(c2ccccc2)c2ccccc2)cc1. Product: CC(C)c1c(C=C(Br)Br)c(-c2ccc(F)cc2)nc2ccccc12. Reaction SMILES: [C:1]([Br:2])([Br:3])([Br:4])[Br:5].[Cl:47][CH2:48][Cl:49].[F:6][c:7]1[cH:8][cH:9][c:10](-[c:13]2[n:14][c:15]3[cH:16][cH:17][cH:18][cH:19][c:20]3[c:21]([CH:25]([CH3:26])[CH3:27])[c:22]2[CH:23]=[O:24])[cH:11][cH:12]1.[c:28]1([P:29]([c:30]2[cH:31][cH:32][cH:33][cH:34][cH:35]2)[c:36]2[cH:37][cH:38][cH:39][cH:40][cH:41]2)[cH:42][cH:43][cH:44][cH:45][cH:46]1>>[C:1]([Br:2])([Br:5])=[CH:23][c:22]1[c:13](-[c:10]2[cH:9][cH:8][c:7]([F:6])[cH:12][cH:11]2)[n:14][c:15]2[cH:16][cH:17][cH:18][cH:19][c:20]2[c:21]1[CH:25]([CH3:26])[CH3:27]. Starting materials: CC(CC=O)(C=C)C (3,3-Dimethyl-pent-4-en-al), C1CCC2=NCCCN2CC1 (DBU), COC(=O)C(NC(=O)OCC1=CC=CC=C1)P(=O)(OC)OC (N-(Benzyloxycarbonyl)-α-phosphonoglycine trimethyl ester). Run in C(Cl)Cl (CH2Cl2), C1CCOC1 (THF). Conditions: temperature 0 celsius, time 16 hour. The product is COC(C(=CCC(C=C)(C)C)NC(=O)OCC1=CC=CC=C1)=O (2-benzyloxycarbonylamino-5,5-dimethyl-hept-2,6-dienoic acid methyl ester). Reaction SMILES: [CH3:1][O:2][C:3]([CH:5](P(OC)(OC)=O)[NH:6][C:7]([O:9][CH2:10][C:11]1[CH:16]=[CH:15][CH:14]=[CH:13][CH:12]=1)=[O:8])=[O:4].[CH3:23][C:24]([CH3:30])([CH:28]=[CH2:29])[CH2:25][CH:26]=O.C1CCN2C(=NCCC2)CC1>C1COCC1.C(Cl)Cl>[CH3:1][O:2][C:3](=[O:4])[C:5]([NH:6][C:7]([O:9][CH2:10][C:11]1[CH:12]=[CH:13][CH:14]=[CH:15][CH:16]=1)=[O:8])=[CH:29][CH2:28][C:24]([CH3:30])([CH3:23])[CH:25]=[CH2:26]. Procedure details: N-(Benzyloxycarbonyl)-α-phosphonoglycine trimethyl ester (34.3 g, 103 mmol, 1.0 equiv) was dissolved in dry THF (250 mL) and the solution was cooled to 0° C. 3,3-Dimethyl-pent-4-en-al (11.6 g, 103 mmol, 1.0 equiv) and DBU (15.5 mL, 103 mmol, 1.0 equiv) were added and the reaction mixture was stirred for 16 h. The solution was diluted with 500 mL of CH2Cl2 and washed with 1×150 mL water, and 1×150 mL brine. The organic layer was dried over Na2SO4, decanted and concentrated in vacuo to provide 2-b... Starting materials: C(C)(C)(C)OC(=O)N1CCN(CC1)C1=NC(=CN=C1)N(CC1=NC(=CC=C1)C)C (6′-[Methyl-(6-methyl-pyridin-2-ylmethyl)-amino]-2,3,5,6-tetrahydro-[1,2′]-bipyrazinyl-4-carboxylic acid tert-butyl ester), C(=O)(C(F)(F)F)O (TFA). Product: CN(C1=CN=CC(=N1)N1CCNCC1)CC1=NC(=CC=C1)C (Methyl-(6-methyl-pyridin-2-ylmethyl)-(3,4,5,6-tetrahydro-2H-[1,2′]bipyrazinyl-6′-yl)-amine). Reaction SMILES: C(OC([N:8]1[CH2:13][CH2:12][N:11]([C:14]2[CH:19]=[N:18][CH:17]=[C:16]([N:20]([CH3:29])[CH2:21][C:22]3[CH:27]=[CH:26][CH:25]=[C:24]([CH3:28])[N:23]=3)[N:15]=2)[CH2:10][CH2:9]1)=O)(C)(C)C.C(O)(C(F)(F)F)=O>>[CH3:29][N:20]([CH2:21][C:22]1[CH:27]=[CH:26][CH:25]=[C:24]([CH3:28])[N:23]=1)[C:16]1[N:15]=[C:14]([N:11]2[CH2:12][CH2:13][NH:8][CH2:9][CH2:10]2)[CH:19]=[N:18][CH:17]=1. Procedure: 6′-[Methyl-(6-methyl-pyridin-2-ylmethyl)-amino]-2,3,5,6-tetrahydro-[1,2′]-bipyrazinyl-4-carboxylic acid tert-butyl ester I-4g was deprotected with TFA as the procedure described in Example 4-A to afford the title compound 4-Q. Reactants: [Br-], COc1ccc(Cl)cc1B(O)O, O=C1NCCc2c(-c3ccccc3)[nH]c3cccc1c23. The product is COc1ccc(Cl)cc1-c1[nH]c2cccc3c2c1CCNC3=O. RXN SMILES: [Br-:21].[Cl:22][c:23]1[cH:24][cH:25][c:26]([O:32][CH3:33])[c:27]([B:29]([OH:30])[OH:31])[cH:28]1.[c:1]1(-[c:7]2[nH:8][c:9]3[cH:10][cH:11][cH:12][c:13]4[c:14]3[c:15]2[CH2:16][CH2:17][NH:18][C:19]4=[O:20])[cH:2][cH:3][cH:4][cH:5][cH:6]1>>[c:7]1(-[c:27]2[c:26]([O:32][CH3:33])[cH:25][cH:24][c:23]([Cl:22])[cH:28]2)[nH:8][c:9]2[cH:10][cH:11][cH:12][c:13]3[c:14]2[c:15]1[CH2:16][CH2:17][NH:18][C:19]3=[O:20]. The reactants are C(C)(=O)NC=1SC2=C(N1)C(=CC=C2)OC2=CC(=NC=N2)C2=C(C=C(C=C2)C(F)(F)F)NC(=O)C2NCCCC2 (N-(2-(6-(2-Acetamidobenzo[d]thiazol-4-yloxy)pyrimidin-4-yl)-5-(trifluoromethyl)phenyl)piperidine-2-carboxamide), C1(CC1)C=O (cyclopropanecarboxaldehyde). Product: C(C)(=O)NC=1SC2=C(N1)C(=CC=C2)OC2=CC(=NC=N2)C2=C(C=C(C=C2)C(F)(F)F)NC(=O)C2N(CCCC2)CC2CC2 (N-(2-(6-(2-Acetamidobenzo[d]thiazol-4-yloxy)pyrimidin-4-yl)-5-(trifluoromethyl)phenyl)-1-(cyclopropylmethyl)piperidine-2-carboxamide). RXN SMILES: [C:1]([NH:4][C:5]1[S:6][C:7]2[CH:13]=[CH:12][CH:11]=[C:10]([O:14][C:15]3[N:20]=[CH:19][N:18]=[C:17]([C:21]4[CH:26]=[CH:25][C:24]([C:27]([F:30])([F:29])[F:28])=[CH:23][C:22]=4[NH:31][C:32]([CH:34]4[CH2:39][CH2:38][CH2:37][CH2:36][NH:35]4)=[O:33])[CH:16]=3)[C:8]=2[N:9]=1)(=[O:3])[CH3:2].[CH:40]1([CH:43]=O)[CH2:42][CH2:41]1>>[C:1]([NH:4][C:5]1[S:6][C:7]2[CH:13]=[CH:12][CH:11]=[C:10]([O:14][C:15]3[N:20]=[CH:19][N:18]=[C:17]([C:21]4[CH:26]=[CH:25][C:24]([C:27]([F:29])([F:30])[F:28])=[CH:23][C:22]=4[NH:31][C:32]([CH:34]4[CH2:39][CH2:38][CH2:37][CH2:36][N:35]4[CH2:43][CH:40]4[CH2:42][CH2:41]4)=[O:33])[CH:16]=3)[C:8]=2[N:9]=1)(=[O:3])[CH3:2]. Procedure details: N-(2-(6-(2-Acetamidobenzo[d]thiazol-4-yloxy)pyrimidin-4-yl)-5-(trifluoromethyl)phenyl)piperidine-2-carboxamide from step (a) above (0.40 g, 0.72 mmol) was reacted with cyclopropanecarboxaldehyde (0.16 mL, 2.2 mmol, Aldrich) under the conditions of Example 3(d) to give the title compound as an off-white solid. MS (ESI, pos. ion.) m/z: 611 (M+1). Mp: 212.3-213.5° C. Reactants: BrC=1C(=CC2=C(C(CO2)(C)C)C1)C (5-Bromo-3,3,6-trimethyl-2,3-dihydro-benzofuran), [Cl-].[Al+3].[Cl-].[Cl-] (aluminum chloride), C(C)(=O)Cl (acetyl chloride), 5-bromo-3,3,3-trimethyl-2,3-dihydro-benzofuran, O (water). Solvent: ClCCl (dichloromethane), ClCCl (dichloromethane). Yields the product BrC=1C(=C(C2=C(C(CO2)(C)C)C1)C(C)=O)C (1-(5-Bromo-3,3,6-trimethyl-2,3-dihydro-benzofuran-7-yl)-ethanone). Isolated yield 61.6%. RXN SMILES: [Cl-].[Al+3].[Cl-].[Cl-].[C:5](Cl)(=[O:7])[CH3:6].[Br:9][C:10]1[C:11]([CH3:21])=[CH:12][C:13]2[O:17][CH2:16][C:15]([CH3:19])([CH3:18])[C:14]=2[CH:20]=1.O>ClCCl>[Br:9][C:10]1[C:11]([CH3:21])=[C:12]([C:5](=[O:7])[CH3:6])[C:13]2[O:17][CH2:16][C:15]([CH3:18])([CH3:19])[C:14]=2[CH:20]=1 |f:0.1.2.3|. Procedure: A stirred, cooled (ice-bath) suspension of aluminum chloride (6.85 g, 51.4 mmol) in 50 mL of anhydrous dichloromethane was treated with acetyl chloride (3.7 mL, 51.4 mmol) under argon. A solution of 5-bromo-3,3,3-trimethyl-2,3-dihydro-benzofuran (Compound 47, 5.2 5 g, 25.7 mmol)in 10 mL of anhydrous dichloromethane was cannulated into the clear solution, and the resulting deep red solution was allowed to warm to ambient temperature over 1 hour. The reaction mixture was poured onto iced water and... The reactants are Cl.N[C@@H]1CC[C@H](CC1)NC(=O)C1=C(NC=2C1=NC=CC2C2=C(C=C(C=C2)F)OCC2CC2)C (N-(trans-4-aminocyclohexyl)-7-[2-(cyclopropylmethoxy)-4-fluorophenyl]-2-methyl-1H-pyrrolo[3,2-b]pyridine-3-carboxamide hydrochloride), C(C)(=O)O[C@H](C(=O)Cl)C ((2S)-1-chloro-1-oxopropan-2-yl acetate). Yields the product C1(CC1)COC1=C(C=CC(=C1)F)C1=C2C(=NC=C1)C(=C(N2)C)C(=O)N[C@@H]2CC[C@H](CC2)NC([C@H](C)O)=O (7-[2-(Cyclopropylmethoxy)-4-fluorophenyl]-N-(trans-4-{[(2S)-2-hydroxypropanoyl]amino}cyclohexyl)-2-methyl-1H-pyrrolo[3,2-b]pyridine-3-carboxamide). As a reaction SMILES: Cl.[NH2:2][C@H:3]1[CH2:8][CH2:7][C@H:6]([NH:9][C:10]([C:12]2[C:16]3=[N:17][CH:18]=[CH:19][C:20]([C:21]4[CH:26]=[CH:25][C:24]([F:27])=[CH:23][C:22]=4[O:28][CH2:29][CH:30]4[CH2:32][CH2:31]4)=[C:15]3[NH:14][C:13]=2[CH3:33])=[O:11])[CH2:5][CH2:4]1.C([O:37][C@@H:38]([CH3:42])[C:39](Cl)=[O:40])(=O)C>>[CH:30]1([CH2:29][O:28][C:22]2[CH:23]=[C:24]([F:27])[CH:25]=[CH:26][C:21]=2[C:20]2[CH:19]=[CH:18][N:17]=[C:16]3[C:12]([C:10]([NH:9][C@H:6]4[CH2:7][CH2:8][C@H:3]([NH:2][C:39](=[O:40])[C@@H:38]([OH:37])[CH3:42])[CH2:4][CH2:5]4)=[O:11])=[C:13]([CH3:33])[NH:14][C:15]=23)[CH2:31][CH2:32]1 |f:0.1|. Reported procedure: Starting from N-(trans-4-aminocyclohexyl)-7-[2-(cyclopropylmethoxy)-4-fluorophenyl]-2-methyl-1H-pyrrolo[3,2-b]pyridine-3-carboxamide hydrochloride (example D.f5) and commercially available (2S)-1-chloro-1-oxopropan-2-yl acetate the title compound is obtained as colorless solid. The reactants are CCCCO, CCCCP(CCCC)CCCC, CCOC(=O)c1c(O)c2cc(F)ccc2c(=O)n1CC(C)(C)C, C1CCOC1. The product is CCCCOc1c(C(=O)OCC)n(CC(C)(C)C)c(=O)c2ccc(F)cc12. As a reaction SMILES: [CH2:24]([CH2:25][CH2:26][CH3:27])[OH:28].[CH2:29]([P:30]([CH2:31][CH2:32][CH2:33][CH3:34])[CH2:35][CH2:36][CH2:37][CH3:38])[CH2:39][CH2:40][CH3:41].[F:1][c:2]1[cH:3][c:4]2[c:5]([OH:23])[c:6]([C:18](=[O:19])[O:20][CH2:21][CH3:22])[n:7]([CH2:13][C:14]([CH3:15])([CH3:16])[CH3:17])[c:8](=[O:12])[c:9]2[cH:10][cH:11]1.[O:42]1[CH2:43][CH2:44][CH2:45][CH2:46]1>>[F:1][c:2]1[cH:3][c:4]2[c:5]([O:23][CH2:24][CH2:25][CH2:26][CH3:27])[c:6]([C:18](=[O:19])[O:20][CH2:21][CH3:22])[n:7]([CH2:13][C:14]([CH3:15])([CH3:16])[CH3:17])[c:8](=[O:12])[c:9]2[cH:10][cH:11]1. The reactants are O=C([O-])[O-], CS(C)=O, O=C(NCc1cn(-c2ccc(I)cc2)nn1)c1ccc(Cl)s1, [Cu]I, [K+], [K+], Nc1cc[nH]c(=O)n1, Oc1cccc2cccnc12. Yields the product Nc1ccn(-c2ccc(-n3cc(CNC(=O)c4ccc(Cl)s4)nn3)cc2)c(=O)n1. As a reaction SMILES: [C:42](=[O:43])([O-:44])[O-:45].[CH3:48][S:49]([CH3:50])=[O:51].[Cl:1][c:2]1[cH:3][cH:4][c:5]([C:7](=[O:8])[NH:9][CH2:10][c:11]2[n:12][n:13][n:14](-[c:16]3[cH:17][cH:18][c:19]([I:22])[cH:20][cH:21]3)[cH:15]2)[s:6]1.[Cu:52][I:53].[K+:46].[K+:47].[NH2:23][c:24]1[cH:25][cH:26][nH:27][c:28](=[O:29])[n:30]1.[OH:31][c:32]1[cH:33][cH:34][cH:35][c:36]2[c:37]1[n:38][cH:39][cH:40][cH:41]2>>[Cl:1][c:2]1[cH:3][cH:4][c:5]([C:7](=[O:8])[NH:9][CH2:10][c:11]2[n:12][n:13][n:14](-[c:16]3[cH:17][cH:18][c:19](-[n:27]4[cH:26][cH:25][c:24]([NH2:23])[n:30][c:28]4=[O:29])[cH:20][cH:21]3)[cH:15]2)[s:6]1.